From a dataset of the Open Reaction Database (ORD), a public repository of structured organic reaction records. describe an organic reaction: reactants, conditions, products, and yield Starting materials: C(C)(C)(C)OC(N[C@H]1CNC2=C(NC1=O)C=CC=C2)=O ((S)-(2-oxo-2,3,4,5-tetrahydro-1H-benzo[b][1,4] diazepin-3-yl)-carbamic acid tert-butyl ester), O(S(=O)(=O)C(F)(F)F)CC(F)(F)F (2,2,2-trifluoroethyl triflate), ClCCl (dichloromethane). Solvent: CO (methanol). Yields the product C(C)(C)(C)OC(N[C@H]1CNC2=C(N(C1=O)CC(F)(F)F)C=CC=C2)=O ([(S)-2-Oxo-1-(2,2,2-trifluoro-ethyl)-2,3,4,5-tetrahydro-1H-benzo[b][1,4]diazepin-3-yl]-carbamic acid tert-butyl ester). RXN SMILES: [C:1]([O:5][C:6](=[O:20])[NH:7][C@@H:8]1[C:14](=[O:15])[NH:13][C:12]2[CH:16]=[CH:17][CH:18]=[CH:19][C:11]=2[NH:10][CH2:9]1)([CH3:4])([CH3:3])[CH3:2].O([CH2:29][C:30]([F:33])([F:32])[F:31])S(C(F)(F)F)(=O)=O.ClCCl>CO>[C:1]([O:5][C:6](=[O:20])[NH:7][C@@H:8]1[C:14](=[O:15])[N:13]([CH2:29][C:30]([F:33])([F:32])[F:31])[C:12]2[CH:16]=[CH:17][CH:18]=[CH:19][C:11]=2[NH:10][CH2:9]1)([CH3:4])([CH3:2])[CH3:3]. Reported procedure: In an analogous manner to that described in Example 25 a), the alkylation of the (S)-(2-oxo-2,3,4,5-tetrahydro-1H-benzo[b][1,4] diazepin-3-yl)-carbamic acid tert-butyl ester with 2,2,2-trifluoroethyl triflate, yielded, after chromatography on silica gel using a 98:2-mixture of dichloromethane and methanol as the eluent, the title compound as a white solid;